From a dataset of the Open Reaction Database (ORD), a public repository of structured organic reaction records. describe an organic reaction: reactants, conditions, products, and yield Reactants: B, O=C([O-])[O-], O=C(O)c1cnc(Cl)c(Cl)c1, [K+], [K+], C1CCOC1, C1CCOC1. Product: OCc1cnc(Cl)c(Cl)c1. Reaction SMILES: [BH3:6].[C:18](=[O:19])([O-:20])[O-:21].[Cl:7][c:8]1[c:9]([Cl:17])[n:10][cH:11][c:12]([C:13](=[O:14])[OH:15])[cH:16]1.[K+:22].[K+:23].[O:1]1[CH2:2][CH2:3][CH2:4][CH2:5]1.[O:24]1[CH2:25][CH2:26][CH2:27][CH2:28]1>>[Cl:7][c:8]1[c:9]([Cl:17])[n:10][cH:11][c:12]([CH2:13][OH:14])[cH:16]1.